Dataset: the Open Reaction Database (ORD), a public repository of structured organic reaction records. Task: describe an organic reaction: reactants, conditions, products, and yield Reactants: CCOC1C=CC2=CC=CC=C2N1C(=O)OCC (EEDQ), CCCCCC.C(C)OC(C)=O (hexane ethylacetate), C(CCCCCCC\C=C/CCCCCCCC)NCCCCCCCCCCCCCCCC (N-oleyl-palmitylamine), N([C@@H](CNC(=O)OCC1C2=CC=CC=C2C2=CC=CC=C12)C(=O)O)C(=O)OC(C)(C)C (Boc-Dap(Fmoc)-OH). Solvent: ClCCl (dichloromethane), ClCCl (dichloromethane). Reaction conditions: time 20 hour. Yields the product N([C@@H](CNC(=O)OCC1C2=CC=CC=C2C2=CC=CC=C12)C(=O)O)C(=O)OC(C)(C)C.C(CCCCCCCCCCCCCCC)[N-]CCCCCCCC\C=C/CCCCCCCC (Boc-Dap(Fmoc) N-palmityl-N-oleyl-amide). Reaction SMILES: [CH2:1]([NH:19][CH2:20][CH2:21][CH2:22][CH2:23][CH2:24][CH2:25][CH2:26][CH2:27][CH2:28][CH2:29][CH2:30][CH2:31][CH2:32][CH2:33][CH2:34][CH3:35])[CH2:2][CH2:3][CH2:4][CH2:5][CH2:6][CH2:7][CH2:8]/[CH:9]=[CH:10]\[CH2:11][CH2:12][CH2:13][CH2:14][CH2:15][CH2:16][CH2:17][CH3:18].CCOC1N(C(OCC)=O)C2C(=CC=CC=2)C=C1.[NH:54]([C:78]([O:80][C:81]([CH3:84])([CH3:83])[CH3:82])=[O:79])[C@H:55]([C:75]([OH:77])=[O:76])[CH2:56][NH:57][C:58]([O:60][CH2:61][CH:62]1[C:74]2[C:69](=[CH:70][CH:71]=[CH:72][CH:73]=2)[C:68]2[C:63]1=[CH:64][CH:65]=[CH:66][CH:67]=2)=[O:59].CCCCCC.C(OC(=O)C)C>ClCCl>[NH:54]([C:78]([O:80][C:81]([CH3:84])([CH3:83])[CH3:82])=[O:79])[C@H:55]([C:75]([OH:77])=[O:76])[CH2:56][NH:57][C:58]([O:60][CH2:61][CH:62]1[C:74]2[C:69](=[CH:70][CH:71]=[CH:72][CH:73]=2)[C:68]2[C:63]1=[CH:64][CH:65]=[CH:66][CH:67]=2)=[O:59].[CH2:20]([N-:19][CH2:1][CH2:2][CH2:3][CH2:4][CH2:5][CH2:6][CH2:7][CH2:8]/[CH:9]=[CH:10]\[CH2:11][CH2:12][CH2:13][CH2:14][CH2:15][CH2:16][CH2:17][CH3:18])[CH2:21][CH2:22][CH2:23][CH2:24][CH2:25][CH2:26][CH2:27][CH2:28][CH2:29][CH2:30][CH2:31][CH2:32][CH2:33][CH2:34][CH3:35] |f:3.4,6.7|. Procedure details: 521 mg (1.06 mmol)N-oleyl-palmitylamine in 10 ml anhydrous dichloromethane are dissolved in a 50 ml round-bottom flask and 289 mg (1.17 mmol) EEDQ are added. Subsequently, 500 mg (1.17 mmol) Boc-Dap(Fmoc)-OH are added under steering and the mixture is steered at room temperature for 20 hours. The solution is transferred with 80 ml dichloromethane into a separating funnel and washed three times with 20 ml 0.1 N HCl each and once with 20 ml saturated NaHCO3 solution. After drying over Na2SO4 the s...